This data is from the Open Reaction Database (ORD), a public repository of structured organic reaction records. The task is: describe an organic reaction: reactants, conditions, products, and yield Reactants: O (water), FC1=C(C=O)C=C(C=C1)F (2,5-difluorobenzaldehyde), C([O-])([O-])=O.[K+].[K+] (potassium carbonate), C(CS)(=O)OCC (ethyl thioglycolate). Run in CN(C)C=O (DMF). Run at temperature 60 celsius, time 12 hour. Yields the product FC1=CC2=C(SC(=C2)C(=O)OCC)C=C1 (Ethyl 5-fluorobenzo[b]thiophene-2-carboxylate). RXN SMILES: F[C:2]1[CH:9]=[CH:8][C:7]([F:10])=[CH:6][C:3]=1[CH:4]=O.C(=O)([O-])[O-].[K+].[K+].[C:17]([O:21][CH2:22][CH3:23])(=[O:20])[CH2:18][SH:19].O>CN(C=O)C>[F:10][C:7]1[CH:8]=[CH:9][C:2]2[S:19][C:18]([C:17]([O:21][CH2:22][CH3:23])=[O:20])=[CH:4][C:3]=2[CH:6]=1 |f:1.2.3|. Reported procedure: To a mixture of 2,5-difluorobenzaldehyde (217.28 μL, 2 mmol) and potassium carbonate (595.53 mg, 2.5 mmol) in DMF (3 mL) was added ethyl thioglycolate (219.30 μL, 2 mmol) dropwise with ice cooling.7 The mixture was stirred at room temperature for 30 min and at 60° C. for 12 h, poured into water, and extracted with EtOAc. The extract was washed with water, dried, and concentrated, and the residue was suspended in EtOH and collected by filtration gave 8 as crystals; (271.34 mg, 60.5%). 1H-NMR (300...